The task is: describe an organic reaction: reactants, conditions, products, and yield. This data is from the Open Reaction Database (ORD), a public repository of structured organic reaction records. Reactants: O.[OH-].[Li+] (Lithium hydroxide monohydrate), O1CCN(CC1)CCOC1=CC(=NC=C1)N.O1CCN(CC1)CCOC1=CC=2N(C=C1)C(=CN2)C(=O)OCC (Ethyl 7-(2-morpholinoethoxy)imidazo[1,2-a]pyridine-3-carboxylate 4-(2-morpholinoethoxy)pyridin-2-amine), O.[OH-].[Li+] (lithium hydroxide monohydrate). Run in C1CCOC1 (THF), C1CCOC1.O (THF water). Run at time 8 hour. The product is C(C)OC(=O)C1=CN=C2N1C=CC(=C2)OCCN2CCOCC2.O2CCN(CC2)CCOC2=CC=1N(C=C2)C(=CN1)C(=O)[O-].[Li+] (Lithium 7-(2-morpholinoethoxy)imidazo[1,2-a]pyridine-3-carboxylate Ethyl 7-(2-morpholinoethoxy)imidazo[1,2-a]pyridine-3-carboxylate). Isolated yield 101.5%. Reaction SMILES: O1CCN(CCOC2C=CN=C(N)C=2)CC1.[O:17]1[CH2:22][CH2:21][N:20]([CH2:23][CH2:24][O:25][C:26]2[CH:31]=[CH:30][N:29]3[C:32]([C:35]([O:37][CH2:38][CH3:39])=[O:36])=[CH:33][N:34]=[C:28]3[CH:27]=2)[CH2:19][CH2:18]1.O.[OH-].[Li+:42]>C1COCC1.O.C1COCC1>[CH2:38]([O:37][C:35]([C:32]1[N:29]2[CH:30]=[CH:31][C:26]([O:25][CH2:24][CH2:23][N:20]3[CH2:19][CH2:18][O:17][CH2:22][CH2:21]3)=[CH:27][C:28]2=[N:34][CH:33]=1)=[O:36])[CH3:39].[O:17]1[CH2:22][CH2:21][N:20]([CH2:23][CH2:24][O:25][C:26]2[CH:31]=[CH:30][N:29]3[C:32]([C:35]([O-:37])=[O:36])=[CH:33][N:34]=[C:28]3[CH:27]=2)[CH2:19][CH2:18]1.[Li+:42] |f:0.1,2.3.4,5.6,8.9.10|. Procedure details: Ethyl 7-(2-morpholinoethoxy)imidazo[1,2-a]pyridine-3-carboxylate 4-(2-morpholinoethoxy)pyridin-2-amine (1.0 g, 3.13 mmol) was dissolved in a 4:1 THF/water mixture (to a 0.5 M concentration). Lithium hydroxide monohydrate (75 mg, 3.13 mmol) was added and the resulting mixture was stirred overnight at ambient temperature, followed by heating at 65° C. for eight hours. An additional 0.1 equivalents of lithium hydroxide monohydrate was added, and heating at 65° C. was continued overnight. The reacti... Starting materials: C(Cl)Cl (methylene chloride), [N+](=O)([O-])C1=CC=C(COC(=O)NC(C)=N)C=C1 (N-(4-nitrobenzyloxycarbonyl)acetamidine), Cl.COC1=CC=C(CS[C@H]2C[C@H](N(C2)C(=O)OCC2=CC=C(C=C2)[N+](=O)[O-])C(=O)N2CCNCC2)C=C1 ((2S,4S)-4-(4-methoxybenzylthio)-2-(1-piperazinylcarbonyl)-1-(4-nitrobenzyloxycarbonyl)-pyrrolidine hydrochloride). The solvent is CO (methanol). The product is COC1=CC=C(CS[C@H]2C[C@H](N(C2)C(=O)OCC2=CC=C(C=C2)[N+](=O)[O-])C(=O)N2CCN(CC2)C(C)=NC(=O)OCC2=CC=C(C=C2)[N+](=O)[O-])C=C1 ((2S,4S)-4-(4-Methoxybenzylthio)-2-[4-(N-4-nitro-benzyloxycarbonylacetimidoyl)piperazin-1-ylcarbonyl]-1-(4-nitrobenzyloxycarbonyl)pyrrolidine). Yield: 33.3%. As a reaction SMILES: C(Cl)Cl.[N+:4]([C:7]1[CH:20]=[CH:19][C:10]([CH2:11][O:12][C:13]([NH:15][C:16](=[NH:18])[CH3:17])=[O:14])=[CH:9][CH:8]=1)([O-:6])=[O:5].Cl.[CH3:22][O:23][C:24]1[CH:57]=[CH:56][C:27]([CH2:28][S:29][C@@H:30]2[CH2:34][N:33]([C:35]([O:37][CH2:38][C:39]3[CH:44]=[CH:43][C:42]([N+:45]([O-:47])=[O:46])=[CH:41][CH:40]=3)=[O:36])[C@H:32]([C:48]([N:50]3[CH2:55][CH2:54]N[CH2:52][CH2:51]3)=[O:49])[CH2:31]2)=[CH:26][CH:25]=1>CO>[CH3:22][O:23][C:24]1[CH:25]=[CH:26][C:27]([CH2:28][S:29][C@@H:30]2[CH2:34][N:33]([C:35]([O:37][CH2:38][C:39]3[CH:44]=[CH:43][C:42]([N+:45]([O-:47])=[O:46])=[CH:41][CH:40]=3)=[O:36])[C@H:32]([C:48]([N:50]3[CH2:55][CH2:54][N:18]([C:16](=[N:15][C:13]([O:12][CH2:11][C:10]4[CH:9]=[CH:8][C:7]([N+:4]([O-:6])=[O:5])=[CH:20][CH:19]=4)=[O:14])[CH3:17])[CH2:52][CH2:51]3)=[O:49])[CH2:31]2)=[CH:56][CH:57]=1 |f:2.3|. Reported procedure: 11 ml of methylene chloride, followed by 452 mg of N-(4-nitrobenzyloxycarbonyl)acetamidine, were added to a solution of 1.1 g of (2S,4S)-4-(4-methoxybenzylthio)-2-(1-piperazinylcarbonyl)-1-(4-nitrobenzyloxycarbonyl)-pyrrolidine hydrochloride [prepared as described in step (ii) above] in 22 ml of methanol, whilst heating the solution under reflux. The resulting mixture was then heated under reflux for a further 4hours. At the end of this time, the reaction mixture was freed from the solvent by di... The reactants are ClC1=CC=C(C(=O)NN)C=C1 (4-chlorobenzoic acid, hydrazide), C1CCOC1 (THF), C(C)N=C=O (ethyl isocyanate). Solvent: CCOCC (Et2O). Run at time 8 hour. Yields the product ClC1=CC=C(C(=O)NNC(=O)NCC)C=C1 (1-(4-Chlorobenzoyl)-4-ethylsemicarbazide). As a reaction SMILES: [Cl:1][C:2]1[CH:11]=[CH:10][C:5]([C:6]([NH:8][NH2:9])=[O:7])=[CH:4][CH:3]=1.C1COCC1.[CH2:17]([N:19]=[C:20]=[O:21])[CH3:18]>CCOCC>[Cl:1][C:2]1[CH:11]=[CH:10][C:5]([C:6]([NH:8][NH:9][C:20]([NH:19][CH2:17][CH3:18])=[O:21])=[O:7])=[CH:4][CH:3]=1. Reported procedure: A stirred suspension of 4-chlorobenzoic acid, hydrazide (17.1 g, 1.00×10-1 mole), and THF (425 ml) was warmed until homogeneous, at which time ethyl isocyanate (8.7 ml, 1.1×10-1 mole) was added via syringe. A precipitate soon formed. After stirring overnight the reaction was diluted with Et2O and the precipitate was collected by filtration affording a colorless powder: 23.7 g (98%). Crystallization from ethanol gave a colorless solid: 21.4 g (88%), Mp 237°-239° C. The reactants are CC(=O)CCC(=O)O, CCOC(C)O, COc1ccc2c(CCN)c[nH]c2c1. Product: COc1ccc2c3c([nH]c2c1)C1(C)CCC(=O)N1CC3. RXN SMILES: [C:15]([CH2:16][CH2:17][C:18]([CH3:20])=[O:22])([OH:19])=[O:21].[CH2:23]([O:24][CH:25]([OH:26])[CH3:27])[CH3:28].[CH3:1][O:2][c:3]1[cH:4][c:5]2[nH:6][cH:7][c:8]([CH2:9][CH2:10][NH2:11])[c:12]2[cH:13][cH:14]1>>[CH3:1][O:2][c:3]1[cH:4][c:5]2[nH:6][c:7]3[c:8]([c:12]2[cH:13][cH:14]1)[CH2:9][CH2:10][N:11]1[C:15](=[O:21])[CH2:16][CH2:17][C:18]31[CH3:20]. The reactants are C=CCC(CC(=O)OC(C)(C)C)c1nc(C(=O)N(C)C)co1, CC(C)(C)O, CC(C)=O, [O-][I+3]([O-])([O-])[O-], [Na+], O. Yields the product CN(C)C(=O)c1coc(C(CC=O)CC(=O)OC(C)(C)C)n1. As a reaction SMILES: [CH3:1][N:2]([C:3](=[O:4])[c:5]1[n:6][c:7]([CH:10]([CH2:11][C:12](=[O:13])[O:14][C:15]([CH3:16])([CH3:17])[CH3:18])[CH2:19][CH:20]=[CH2:21])[o:8][cH:9]1)[CH3:22].[CH3:23][C:24]([CH3:25])([CH3:26])[OH:27].[CH3:34][C:35](=[O:36])[CH3:37].[I+3:28]([O-:29])([O-:30])([O-:31])[O-:32].[Na+:33].[OH2:38]>>[CH3:1][N:2]([C:3](=[O:4])[c:5]1[n:6][c:7]([CH:10]([CH2:11][C:12](=[O:13])[O:14][C:15]([CH3:16])([CH3:17])[CH3:18])[CH2:19][CH:20]=[O:27])[o:8][cH:9]1)[CH3:22]. The reactants are C(#N)C=1C=C(C=CC1)N=C=O (3-cyanophenyl isocyanate), [OH-].[NH4+] (ammonium hydroxide). Solvent: C1CCOC1 (THF). Run at time 2 hour. Yields the product C(#N)C=1C=C(C=CC1)NC(=O)N (1-(3-Cyanophenyl)urea). Reaction SMILES: [C:1]([C:3]1[CH:4]=[C:5]([N:9]=[C:10]=[O:11])[CH:6]=[CH:7][CH:8]=1)#[N:2].[OH-].[NH4+:13]>C1COCC1>[C:1]([C:3]1[CH:4]=[C:5]([NH:9][C:10]([NH2:13])=[O:11])[CH:6]=[CH:7][CH:8]=1)#[N:2] |f:1.2|. Reported procedure: To 3-cyanophenyl isocyanate (1.0 g, 6.90 mmol) in THF (5 mL), ammonium hydroxide (1.7 mL, 13.8 mmol) was added. The reaction was stirred for 2 h at rt. The solvent was evaporated and the crude residue was redissolved in ethyl acetate. The organic layer was washed with water and brine and dried over sodium sulfate. The solvent was evaporated and the crude residue was purified by flash column chromatography to 41A (0.37 g).